From a dataset of the Open Reaction Database (ORD), a public repository of structured organic reaction records. describe an organic reaction: reactants, conditions, products, and yield Starting materials: N#Cc1ccc(I)c(C(=O)O)c1, CC(C)O, [Cu]Br, [Na]. Product: CC(C)Oc1ccc(C#N)cc1C(=O)O. Reaction SMILES: [C:6](#[N:7])[c:8]1[cH:9][cH:10][c:11]([I:17])[c:12]([C:13](=[O:14])[OH:15])[cH:16]1.[CH:1]([CH3:2])([CH3:3])[OH:4].[Cu:18][Br:19].[Na:5]>>[CH:1]([CH3:2])([CH3:3])[O:4][c:11]1[cH:10][cH:9][c:8]([C:6]#[N:7])[cH:16][c:12]1[C:13](=[O:14])[OH:15]. The reactants are C(CCCCCCCCCCC)S (n-dodecyl mercaptan), polyethylene oxide, C(C(=C)C)(=O)OCC1=CC=CC=C1 (benzyl methacrylate), C(C(=C)C)(=O)OC (methyl methacrylate), C(C(=C)C)(=O)O (methacrylic acid). The reagents and catalysts are C(C1=CC=CC=C1)(=O)OOC(C1=CC=CC=C1)=O (benzoyl peroxide). Solvent: O (water). The product is C(C(=C)C)(=O)OCC1=CC=CC=C1.C(C(=C)C)(=O)OC.C(C(=C)C)(=O)O (benzyl methacrylate methyl methacrylate methacrylic acid). Yield: 496.8%. As a reaction SMILES: [C:1]([O:6][CH2:7][C:8]1[CH:13]=[CH:12][CH:11]=[CH:10][CH:9]=1)(=[O:5])[C:2]([CH3:4])=[CH2:3].[C:14]([O:19][CH3:20])(=[O:18])[C:15]([CH3:17])=[CH2:16].[C:21]([OH:26])(=[O:25])[C:22]([CH3:24])=[CH2:23].C(S)CCCCCCCCCCC>C(OOC(=O)C1C=CC=CC=1)(=O)C1C=CC=CC=1.O>[C:1]([O:6][CH2:7][C:8]1[CH:9]=[CH:10][CH:11]=[CH:12][CH:13]=1)(=[O:5])[C:2]([CH3:4])=[CH2:3].[C:14]([O:19][CH3:20])(=[O:18])[C:15]([CH3:17])=[CH2:16].[C:21]([OH:26])(=[O:25])[C:22]([CH3:24])=[CH2:23] |f:6.7.8|. Reported procedure: A reactor equipped with a nitrogen inlet and a stirrer was charged under a nitrogen atmosphere with 535 g of water, 9.2 g of benzyl methacrylate, 15 g of methyl methacrylate, 12.9 g of methacrylic acid (the mole ratio of the three monomers charged being 6:2:2), 1 g of benzoyl peroxide, 0.3 ml of n-dodecyl mercaptan, and 2.4 g of polyethylene oxide (Polyox-WSR-N-80, molecular weight 2×105, a product of Union Carbide Corporation, U.S.A.), and the monomers were polymerized for 5.5 hours at a stirri... The reactants are CC=1C([C@H]2N(C1C(=O)OCOC(C(C)(C)C)=O)C(C2)=O)=O (Pivaloyloxymethyl 2-methyl-1-oxocarbapen-2-em-3-carboxylate), C(C)(=O)O (acetic acid), pivaloyloxymethyl 1-beta-oxo-2-diazo-3-methylceph-3-em-4-carboxylate, O1CCCC1 (tetrahydrofuran). The reagents and catalysts are [Ni] (Raney nickel), [Zn] (zinc). The solvent is C1(=CC=CC=C1)C (toluene), C(Cl)Cl (methylene chloride), C1(=CC=CC=C1)C (toluene). Conditions: time 1 hour. Yields the product CC1C([C@H]2N(C1C(=O)OCOC(C(C)(C)C)=O)C(C2)=O)=O (pivaloyloxymethyl 2-methyl-1-oxocarbapenam-3-carboxylate). RXN SMILES: [CH3:1][C:2]1[C:3](=[O:21])[C@@H:4]2[CH2:19][C:18](=[O:20])[N:5]2[C:6]=1[C:7]([O:9][CH2:10][O:11][C:12](=[O:17])[C:13]([CH3:16])([CH3:15])[CH3:14])=[O:8].O1CCCC1.C(O)(=O)C>[Ni].C1(C)C=CC=CC=1.C(Cl)Cl.[Zn]>[CH3:1][CH:2]1[CH:6]([C:7]([O:9][CH2:10][O:11][C:12](=[O:17])[C:13]([CH3:15])([CH3:16])[CH3:14])=[O:8])[N:5]2[C:18](=[O:20])[CH2:19][C@H:4]2[C:3]1=[O:21]. Procedure details: Pivaloyloxymethyl 2-methyl-1-oxocarbapen-2-em-3-carboxylate, freshly prepared from 50 mg. of pivaloyloxymethyl 1-beta-oxo-2-diazo-3-methylceph-3-em-4-carboxylate by the method of Example 1 (employing the alternative Raney nickel step), was taken up in approximately 0.25 ml. of tetrahydrofuran and added to a slurry of 500 mg. of zinc powder, specially activated by the method of Rieke and Uhm [Synthesis, 452 (1975)], in 15 ml. of acetic acid-30% tetrahydrofuran at 0° C. After stirring for 1 hour a... Reactants: ClC1=C(C=CC=C1)CNC1=C(C=C(C(=O)O)C=C1)[N+](=O)[O-] (4-[(2-chlorophenyl)methyl]amino-3-nitrobenzoic acid). Solvent: O1CCCC1 (tetrahydrofuran), C([O-])(O)=O.[Na+] (sodium bicarbonate), S(=O)([O-])[O-].[Na+].[Na+] (sodium sulfite). Yields the product 3.06, NC=1C=C(C(=O)O)C=CC1NCC1=C(C=CC=C1)Cl (3-amino-4-[(2-chlorophenyl)-methyl]aminobenzoic acid). Yield: 70.0%. RXN SMILES: [Cl:1][C:2]1[CH:7]=[CH:6][CH:5]=[CH:4][C:3]=1[CH2:8][NH:9][C:10]1[CH:18]=[CH:17][C:13]([C:14]([OH:16])=[O:15])=[CH:12][C:11]=1[N+:19]([O-])=O>O1CCCC1.C(=O)(O)[O-].[Na+].S([O-])([O-])=O.[Na+].[Na+]>[NH2:19][C:11]1[CH:12]=[C:13]([CH:17]=[CH:18][C:10]=1[NH:9][CH2:8][C:3]1[CH:4]=[CH:5][CH:6]=[CH:7][C:2]=1[Cl:1])[C:14]([OH:16])=[O:15] |f:2.3,4.5.6|. Procedure: The procedure of Example 2(ii) was followed. From 3.06 (10 mmol) of 4-[(2-chlorophenyl)methyl]amino-3-nitrobenzoic acid in 30 mL of tetrahydrofuran, 25 mL of 5% sodium bicarbonate solution and excess sodium sulfite was obtained 1.93 g (70%) of 3-amino-4-[(2-chlorophenyl)-methyl]aminobenzoic acid; mp 180°-181° C. (from ethyl acetate/hexane). Reactants: CCOC(=O)c1ccc(C2CCC(=CC(=O)OC(C)(C)C)CC2)cc1, C[S+](C)C, CCOC(C)=O, CS(C)=O, CC(C)(C)[O-], [I-], [K+]. Product: CCOC(=O)c1ccc(C2CCC3(CC2)CC3C(=O)OC(C)(C)C)cc1. RXN SMILES: [C:12]([CH3:13])([CH3:14])([CH3:15])[O:16][C:17](=[O:18])[CH:19]=[C:20]1[CH2:21][CH2:22][CH:23]([c:26]2[cH:27][cH:28][c:29]([C:30](=[O:31])[O:32][CH2:33][CH3:34])[cH:35][cH:36]2)[CH2:24][CH2:25]1.[CH3:2][S+:3]([CH3:4])[CH3:5].[CH3:37][CH2:38][O:39][C:40](=[O:41])[CH3:42].[CH3:43][S:44]([CH3:45])=[O:46].[CH3:6][C:7]([CH3:8])([O-:9])[CH3:10].[I-:1].[K+:11]>>[CH2:6]1[CH:19]([C:17]([O:16][C:12]([CH3:13])([CH3:14])[CH3:15])=[O:18])[C:20]12[CH2:21][CH2:22][CH:23]([c:26]1[cH:27][cH:28][c:29]([C:30](=[O:31])[O:32][CH2:33][CH3:34])[cH:35][cH:36]1)[CH2:24][CH2:25]2. Reactants: BrC1[C@]2(O[C@@H]3[C@H]([C@@H]2C)[C@]2(C(C[C@@H]4[C@]5(CC[C@@H](C[C@@H]5CC[C@H]4[C@@H]2C3)O)C)=O)C)OC[C@@H](C1)C ((3β,5α,25R)-23-bromospirostan-3-ol-12-one), Br[C@H]1[C@@H]2[C@]3(CC[C@@H](C[C@@H]3CC[C@H]2[C@@H]2C[C@H]3[C@H]([C@H](C)[C@]4(O3)C(C[C@@H](C)CO4)Br)[C@]2([C@@H]1O)C)O)C ((3β,5α,11α,12β,25R)-11,23-dibromospirostan-3,12-diol). The reagents and catalysts are [Ag]=O (silver oxide). Run in N1=CC=CC=C1 (pyridine). Conditions: time 71 hour. Product: BrC1[C@]2(O[C@@H]3[C@H]([C@@H]2C)[C@]2([C@H]4[C@@H]([C@@H]5[C@]6(CC[C@@H](C[C@@H]6CC[C@H]5[C@@H]2C3)O)C)O4)C)OC[C@@H](C1)C ((3β,5α,11β,12β,25R)-23-bromo-11,12-epoxyspirostan-3-ol). Reaction SMILES: Br[C@@H:2]1[C@@H:29]([OH:30])[C@@:28]2([CH3:31])[C@@H:13]([CH2:14][C@@H:15]3[O:20][C@@:19]4([O:26][CH2:25][C@H:23]([CH3:24])[CH2:22][CH:21]4[Br:27])[C@@H:17]([CH3:18])[C@@H:16]32)[C@H:12]2[C@H:3]1[C@:4]1([CH3:33])[C@@H:9]([CH2:10][CH2:11]2)[CH2:8][C@@H:7]([OH:32])[CH2:6][CH2:5]1.BrC1C[C@@H](C)CO[C@@]21[C@@H](C)[C@@H]1[C@]3(C)[C@@H](C[C@@H]1O2)[C@H]1[C@@H]([C@]2(C)[C@@H](CC1)C[C@@H](O)CC2)CC3=O>N1C=CC=CC=1.[Ag]=O>[Br:27][CH:21]1[CH2:22][C@@H:23]([CH3:24])[CH2:25][O:26][C@@:19]21[C@@H:17]([CH3:18])[C@@H:16]1[C@:28]3([CH3:31])[C@@H:13]([CH2:14][C@@H:15]1[O:20]2)[C@H:12]1[C@@H:3]([C@:4]2([CH3:33])[C@@H:9]([CH2:10][CH2:11]1)[CH2:8][C@@H:7]([OH:32])[CH2:6][CH2:5]2)[C@H:2]1[O:30][C@@H:29]31. Procedure: The following procedure is a variation of that described in Helv. Chim. Act., 1953, 36, 1241. (3β,5α,11α,12β,25R)-11,23-dibromospirostan-3,12-diol (18.08 g) was dissolved in pyridine (500 mL) at room temperature and treated with silver oxide (70.0 g). The resulting mixture was stirred in the dark for 71 hours. The mixture was filtered and the solid washed with ether and then chloroform. These washes were combined with the filtrate and concentrated. The resulting solid was purified by flash chrom... Starting materials: CCN(C(=O)OC(C)(C)C)c1ccc(CO)cc1, CC#N. Product: CCN(C(=O)OC(C)(C)C)c1ccc(C=O)cc1. As a reaction SMILES: [C:1]([CH3:2])([CH3:3])([CH3:4])[O:5][C:6](=[O:7])[N:8]([CH2:9][CH3:10])[c:11]1[cH:12][cH:13][c:14]([CH2:15][OH:16])[cH:17][cH:18]1.[CH3:19][C:20]#[N:21]>>[C:1]([CH3:2])([CH3:3])([CH3:4])[O:5][C:6](=[O:7])[N:8]([CH2:9][CH3:10])[c:11]1[cH:12][cH:13][c:14]([CH:15]=[O:16])[cH:17][cH:18]1.